From a dataset of the Open Reaction Database (ORD), a public repository of structured organic reaction records. describe an organic reaction: reactants, conditions, products, and yield Product: CCc1cncc(Br)c1. As a reaction SMILES: [C:6]([CH3:7])(=[O:8])[c:9]1[cH:10][n:11][cH:12][c:13]([Br:15])[cH:14]1.[NH2:4][NH2:5].[Na+:2].[OH-:1].[OH2:3].[OH:16][CH2:17][CH2:18][O:19][CH2:20][CH2:21][OH:22]>>[CH2:6]([CH3:7])[c:9]1[cH:10][n:11][cH:12][c:13]([Br:15])[cH:14]1. The reactants are CC(=O)c1cncc(Br)c1, NN, [Na+], [OH-], O, OCCOCCO. Starting materials: CC1(C2=CC=CC(=C2OC=2C(=CC=CC12)P(C1=CC=CC=C1)C1=CC=CC=C1)P(C1=CC=CC=C1)C1=CC=CC=C1)C ((9,9-dimethyl-9H-xanthene-4,5-diyl)bis(diphenylphosphine)), ClC=1N=C(C2=C(N1)N(C=C2C2=CC=C(C(=O)NC)C=C2)COCC[Si](C)(C)C)OC2CC(C2)(F)F (4-(2-chloro-4-(3,3-difluorocyclobutoxy)-7-((2-(trimethylsilyl)ethoxy)methyl)-7H-pyrrolo[2,3-d]pyrimidin-5-yl)-N-methylbenzamide), NC1=C(C=C(C(=O)NC2COC2)C=C1)OC (4-amino-3-methoxy-N-(oxetan-3-yl)benzamide), C([O-])([O-])=O.[Cs+].[Cs+] (cesium carbonate). The reagents and catalysts are C=1C=CC(=CC1)/C=C/C(=O)/C=C/C2=CC=CC=C2.C=1C=CC(=CC1)/C=C/C(=O)/C=C/C2=CC=CC=C2.C=1C=CC(=CC1)/C=C/C(=O)/C=C/C2=CC=CC=C2.[Pd].[Pd] (tris(dibenzylideneacetone)dipalladium(0)). Run in C(Cl)Cl (DCM), CO (MeOH), O1CCOCC1 (1,4-dioxane). Run at temperature 140 celsius, time 1.5 hour. The product is FC1(CC(C1)OC=1C2=C(N=C(N1)NC1=C(C=C(C(=O)NC3COC3)C=C1)OC)N(C=C2C2=CC=C(C=C2)C(NC)=O)COCC[Si](C)(C)C)F (4-((4-(3,3-Difluorocyclobutoxy)-5-(4-(methylcarbamoyl)phenyl)-7-((2-(trimethylsilyl)ethoxy)methyl)-7H-pyrrolo[2,3-d]pyrimidin-2-yl)amino)-3-methoxy-N-(oxetan-3-yl)benzamide). The yield is 78.3%. RXN SMILES: Cl[C:2]1[N:3]=[C:4]([O:29][CH:30]2[CH2:33][C:32]([F:35])([F:34])[CH2:31]2)[C:5]2[C:10]([C:11]3[CH:20]=[CH:19][C:14]([C:15]([NH:17][CH3:18])=[O:16])=[CH:13][CH:12]=3)=[CH:9][N:8]([CH2:21][O:22][CH2:23][CH2:24][Si:25]([CH3:28])([CH3:27])[CH3:26])[C:6]=2[N:7]=1.[NH2:36][C:37]1[CH:49]=[CH:48][C:40]([C:41]([NH:43][CH:44]2[CH2:47][O:46][CH2:45]2)=[O:42])=[CH:39][C:38]=1[O:50][CH3:51].C(=O)([O-])[O-].[Cs+].[Cs+].CC1(C)C2C=CC=C(P(C3C=CC=CC=3)C3C=CC=CC=3)C=2OC2C1=CC=CC=2P(C1C=CC=CC=1)C1C=CC=CC=1>O1CCOCC1.C(Cl)Cl.C1C=CC(/C=C/C(/C=C/C2C=CC=CC=2)=O)=CC=1.C1C=CC(/C=C/C(/C=C/C2C=CC=CC=2)=O)=CC=1.C1C=CC(/C=C/C(/C=C/C2C=CC=CC=2)=O)=CC=1.[Pd].[Pd].CO>[F:34][C:32]1([F:35])[CH2:33][CH:30]([O:29][C:4]2[C:5]3[C:10]([C:11]4[CH:20]=[CH:19][C:14]([C:15](=[O:16])[NH:17][CH3:18])=[CH:13][CH:12]=4)=[CH:9][N:8]([CH2:21][O:22][CH2:23][CH2:24][Si:25]([CH3:28])([CH3:27])[CH3:26])[C:6]=3[N:7]=[C:2]([NH:36][C:37]3[CH:49]=[CH:48][C:40]([C:41]([NH:43][CH:44]4[CH2:45][O:46][CH2:47]4)=[O:42])=[CH:39][C:38]=3[O:50][CH3:51])[N:3]=2)[CH2:31]1 |f:2.3.4,8.9.10.11.12|. Procedure details: A mixture of 4-(2-chloro-4-(3,3-difluorocyclobutoxy)-7-((2-(trimethylsilyl)ethoxy)methyl)-7H-pyrrolo[2,3-d]pyrimidin-5-yl)-N-methylbenzamide (1 equiv), 4-amino-3-methoxy-N-(oxetan-3-yl)benzamide (1 equiv), and cesium carbonate (3 equiv) in 1,4-dioxane (0.1 M) was degassed with N2 for 10 min. Then (9,9-dimethyl-9H-xanthene-4,5-diyl)bis(diphenylphosphine) (0.2 equiv), tris(dibenzylideneacetone)dipalladium(0) (0.1 equiv), were added to this mixture. The mixture was stirred at 140° C. for 1.5 h. Aft... The reactants are [Li]CCCC, C1CCOC1, Fc1cccc(C2OCCO2)c1, CN(C)C=O. Yields the product O=Cc1c(F)cccc1C1OCCO1. RXN SMILES: [CH2:1]([Li:2])[CH2:3][CH2:4][CH3:5].[CH2:23]1[O:24][CH2:25][CH2:26][CH2:27]1.[F:6][c:7]1[cH:8][c:9]([CH:13]2[O:14][CH2:15][CH2:16][O:17]2)[cH:10][cH:11][cH:12]1.[O:18]=[CH:19][N:20]([CH3:21])[CH3:22]>>[F:6][c:7]1[c:8]([CH:19]=[O:18])[c:9]([CH:13]2[O:14][CH2:15][CH2:16][O:17]2)[cH:10][cH:11][cH:12]1.